This data is from the Open Reaction Database (ORD), a public repository of structured organic reaction records. The task is: describe an organic reaction: reactants, conditions, products, and yield The reactants are C(O)([O-])=O.[Na+] (sodium hydrogen carbonate), NC=1N(N=C2C1C(NC=1C=C(C=CC21)N)=O)C2=CC=CC=C2 (3,7-diamino-2-phenyl-2,5-dihydro-4H-pyrazolo[4,3-c]quinolin-4-one), S(O)(O)(=O)=O (sulfuric acid), N(=O)[O-].[Na+] (sodium nitrite). The solvent is CO (methanol), C(C)(=O)OCC (ethyl acetate), O (water), O (water). Run at temperature 90 celsius, time 1 hour. Product: NC=1N(N=C2C1C(NC=1C=C(C=CC21)O)=O)C2=CC=CC=C2 (3-amino-7-hydroxy-2-phenyl-2,5-dihydro-4H-pyrazolo[4,3-c]quinolin-4-one). Reaction SMILES: [NH2:1][C:2]1[N:3]([C:17]2[CH:22]=[CH:21][CH:20]=[CH:19][CH:18]=2)[N:4]=[C:5]2[C:14]3[CH:13]=[CH:12][C:11](N)=[CH:10][C:9]=3[NH:8][C:7](=[O:16])[C:6]=12.S(=O)(=O)(O)[OH:24].N([O-])=O.[Na+].C(=O)([O-])O.[Na+]>O.CO.C(OCC)(=O)C>[NH2:1][C:2]1[N:3]([C:17]2[CH:22]=[CH:21][CH:20]=[CH:19][CH:18]=2)[N:4]=[C:5]2[C:14]3[CH:13]=[CH:12][C:11]([OH:24])=[CH:10][C:9]=3[NH:8][C:7](=[O:16])[C:6]=12 |f:2.3,4.5|. Reported procedure: A mixture, which is cooled to 0° C., of 3,7-diamino-2-phenyl-2,5-dihydro-4H-pyrazolo[4,3-c]quinolin-4-one (100 mg), concentrated sulfuric acid (0.7 ml) and water (4 ml) was added dropwise a solution of sodium nitrite (46 mg) in water (1 ml), stirred at 0° C. for 30 minutes, at 90° C. for 1 hour and at room temperature for one night. The reaction mixture was neturalized by adding 5% sodium hydrogen carbonate, and ethyl acetate and methanol were added thereto. The insoluble materials were filtered... Starting materials: ClCCCCBr, CN(C)C=O, [H-], [Na+], O=C1NCCN1N=Cc1ccccc1. Product: O=C1N(CCCCCl)CCN1N=Cc1ccccc1. As a reaction SMILES: [Br:17][CH2:18][CH2:19][CH2:20][CH2:21][Cl:22].[CH3:23][N:24]([CH3:25])[CH:26]=[O:27].[H-:16].[Na+:15].[c:1]1([CH:7]=[N:8][N:9]2[C:10](=[O:14])[NH:11][CH2:12][CH2:13]2)[cH:2][cH:3][cH:4][cH:5][cH:6]1>>[c:1]1([CH:7]=[N:8][N:9]2[C:10](=[O:14])[N:11]([CH2:18][CH2:19][CH2:20][CH2:21][Cl:22])[CH2:12][CH2:13]2)[cH:2][cH:3][cH:4][cH:5][cH:6]1. Yield: 85.3%. Reactants: C(C)(C)(C)C(=O)CN1C(C(CN(C2=C1C=C(C=C2)C)C2CCCCC2)NC(=O)NC2=CC(=CC=C2)C(=O)OCC)=O (1-(1-tert-Butylcarbonylmethyl-2-oxo-5-cyclohexyl-8-methyl-1,3,4,5-tetrahydro-2H-1,5-benzodiazepin-3-yl)-3-(3-ethoxycarbonylphenyl)urea), O.[OH-].[Li+] (lithium hydroxide monohydrate), solution. Reaction SMILES: [C:1]([C:5]([CH2:7][N:8]1[C:14]2[CH:15]=[C:16]([CH3:19])[CH:17]=[CH:18][C:13]=2[N:12]([CH:20]2[CH2:25][CH2:24][CH2:23][CH2:22][CH2:21]2)[CH2:11][CH:10]([NH:26][C:27]([NH:29][C:30]2[CH:35]=[CH:34][CH:33]=[C:32]([C:36]([O:38]CC)=[O:37])[CH:31]=2)=[O:28])[C:9]1=[O:41])=[O:6])([CH3:4])([CH3:3])[CH3:2].O.[OH-].[Li+]>CO>[C:1]([C:5]([CH2:7][N:8]1[C:14]2[CH:15]=[C:16]([CH3:19])[CH:17]=[CH:18][C:13]=2[N:12]([CH:20]2[CH2:21][CH2:22][CH2:23][CH2:24][CH2:25]2)[CH2:11][CH:10]([NH:26][C:27](=[O:28])[NH:29][C:30]2[CH:31]=[C:32]([CH:33]=[CH:34][CH:35]=2)[C:36]([OH:38])=[O:37])[C:9]1=[O:41])=[O:6])([CH3:4])([CH3:2])[CH3:3] |f:1.2.3|. Run in CO (methanol). The product is C(C)(C)(C)C(=O)CN1C(C(CN(C2=C1C=C(C=C2)C)C2CCCCC2)NC(NC=2C=C(C(=O)O)C=CC2)=O)=O (3-[3-(1-tert-butylcarbonylmethyl-2-oxo-5-cyclohexyl-8-methyl-1,3,4,5-tetrahydro-2H-1,5-benzodiazepin-3-yl)ureido]benzoic acid). Conditions: temperature 50 celsius, time 2 hour. Procedure: 1-(1-tert-Butylcarbonylmethyl-2-oxo-5-cyclohexyl-8-methyl-1,3,4,5-tetrahydro-2H-1,5-benzodiazepin-3-yl)-3-(3-ethoxycarbonylphenyl)urea (370 mg) was suspended in methanol (5 ml), aqueous lithium hydroxide monohydrate (142 mg) solution (5 ml) was added to the suspension, and the mixture was stirred at 50° C. for 2 hours. The reaction mixture was filtrated. The filtrate was acidified with 1N hydrochloric acid, and methanol was evaporated. The mixture was extracted with ethyl acetate, the organic la... Starting materials: ice, [Li+].[OH-] (LiOH), C(C)(C)(C)OC(=O)N[C@@H]1CCC2=CC=C(C=C12)C(=O)OC ((R)-methyl 3-(tert-butoxycarbonylamino)-2,3-dihydro-1H-indene-5-carboxylate). The solvent is O (water), CO.C1CCOC1 (MeOH THF). Reaction conditions: time 6 hour. Yields the product C(C)(C)(C)OC(=O)N[C@@H]1CCC2=CC=C(C=C12)C(=O)O ((R)-3-(tert-Butoxycarbonylamino)-2,3-dihydro-1H-indene-5-carboxylic acid). Isolated yield 70.0%. As a reaction SMILES: [Li+].[OH-].[C:3]([O:7][C:8]([NH:10][C@H:11]1[C:19]2[C:14](=[CH:15][CH:16]=[C:17]([C:20]([O:22]C)=[O:21])[CH:18]=2)[CH2:13][CH2:12]1)=[O:9])([CH3:6])([CH3:5])[CH3:4]>O.CO.C1COCC1>[C:3]([O:7][C:8]([NH:10][C@H:11]1[C:19]2[C:14](=[CH:15][CH:16]=[C:17]([C:20]([OH:22])=[O:21])[CH:18]=2)[CH2:13][CH2:12]1)=[O:9])([CH3:6])([CH3:4])[CH3:5] |f:0.1,4.5|. Procedure: LiOH (647 mg, 15.42 mmol, 3 eq), dissolved in water (8 ml), was added dropwise to an ice-cooled (0° C.) solution of (R)-methyl 3-(tert-butoxycarbonylamino)-2,3-dihydro-1H-indene-5-carboxylate (stage (ii) product of A-07) (1.5 g, 5.15 mmol, 1 eq) in MeOH:THF (1:1, 16 ml), and stirring was carried out for 6 h at RT. After monitoring by thin-layer chromatography, the reaction solution was concentrated and the residue was taken up in water (20 ml) and adjusted to pH 3 with NaHSO3. The acidic, aqueou... The reactants are FC=1C=C2C=3C(=CC=CC3N(C2=CC1)CC1=CC=C(C=C1)F)O (6-Fluoro-9-(4-fluorobenzyl)-9H-carbazol-4-ol), Cl.C(C)N(CCCl)CC (2-diethylaminoethylchloride hydrochloride), C([O-])([O-])=O.[K+].[K+] (potassium carbonate), [I-].[Na+] (sodium iodide). The solvent is CN(C)C=O (DMF). Yields the product C(C)N(CCOC1=CC=CC=2N(C3=CC=C(C=C3C12)F)CC1=CC=C(C=C1)F)CC (N,N-Diethyl-N-(2-{[6-fluoro-9-(4-fluorobenzyl)-9H-carbazol-4-yl]oxy}ethyl)amine). Isolated yield 60.7%. Reaction SMILES: [F:1][C:2]1[CH:3]=[C:4]2[C:12](=[CH:13][CH:14]=1)[N:11]([CH2:15][C:16]1[CH:21]=[CH:20][C:19]([F:22])=[CH:18][CH:17]=1)[C:10]1[CH:9]=[CH:8][CH:7]=[C:6]([OH:23])[C:5]2=1.Cl.[CH2:25]([N:27]([CH2:31][CH3:32])[CH2:28][CH2:29]Cl)[CH3:26].C(=O)([O-])[O-].[K+].[K+].[I-].[Na+]>CN(C=O)C>[CH2:25]([N:27]([CH2:31][CH3:32])[CH2:28][CH2:29][O:23][C:6]1[C:5]2[C:4]3[C:12](=[CH:13][CH:14]=[C:2]([F:1])[CH:3]=3)[N:11]([CH2:15][C:16]3[CH:21]=[CH:20][C:19]([F:22])=[CH:18][CH:17]=3)[C:10]=2[CH:9]=[CH:8][CH:7]=1)[CH3:26] |f:1.2,3.4.5,6.7|. Reported procedure: 6-Fluoro-9-(4-fluorobenzyl)-9H-carbazol-4-ol (0.0584 g, 0.19 mmol), 2-diethylaminoethylchloride hydrochloride (0.0593 g, 0.35 mmol), potassium carbonate (0.0926 g, 0.63 mmol), sodium iodide (0.0061 g, 0.041 mmol) and DMF (2 mL) are heated at 85° C. for 3 h. After the mixture had cooled, it is partitioned between water and ethyl acetate. The combined organic layers are dried over magnesium sulfate and concentrated to an oil. The oil is chromatographed on silica gel (50 mL) using methanol/dichloro...